From a dataset of the Open Reaction Database (ORD), a public repository of structured organic reaction records. describe an organic reaction: reactants, conditions, products, and yield Starting materials: O=C1N(CCC1)CC(=O)OCC (ethyl 2-oxo-1-pyrrolidineacetate), C[C@@H]1N([C@@H](CCC1)C)CCN (cis-2-(2,6-dimethyl-1-piperidinyl)ethylamine). The product is C[C@@H]1N([C@@H](CCC1)C)CCNC(CN1C(CCC1)=O)=O (cis-N-[2-(2,6-dimethyl-1-piperidinyl)ethyl]-2-oxo-1-pyrrolidineacetamide). RXN SMILES: [O:1]=[C:2]1[CH2:6][CH2:5][CH2:4][N:3]1[CH2:7][C:8]([O:10]CC)=O.[CH3:13][C@H:14]1[CH2:19][CH2:18][CH2:17][C@@H:16]([CH3:20])[N:15]1[CH2:21][CH2:22][NH2:23]>>[CH3:13][C@H:14]1[CH2:19][CH2:18][CH2:17][C@@H:16]([CH3:20])[N:15]1[CH2:21][CH2:22][NH:23][C:8](=[O:10])[CH2:7][N:3]1[CH2:4][CH2:5][CH2:6][C:2]1=[O:1]. Procedure: A mixture of 17.1 g. of ethyl 2-oxo-1-pyrrolidineacetate (U.S. Pat. No. 3,459,738) and 25.4 g. of cis-2-(2,6-dimethyl-1-piperidinyl)ethylamine (U.S. Pat. No. 3,446,811) is heated at 95°-100° C. for 16 hours. The excess cis-2-(2,6-dimethyl-1-piperidinyl)ethylamine is evaporated at reduced pressure and the residue is fractionated. The product, cis-N-[2-(2,6-dimethyl-1-piperidinyl)ethyl]-2-oxo-1-pyrrolidineacetamide, is obtained as an oil, b.p. 178°-183° C./0.15 mm., which crystallizes on standing;...